Dataset: the Open Reaction Database (ORD), a public repository of structured organic reaction records. Task: describe an organic reaction: reactants, conditions, products, and yield Reactants: CO, O=C(O)c1ccoc1-c1cccc([N+](=O)[O-])c1, O=S(=O)(O)O. Yields the product COC(=O)c1ccoc1-c1cccc([N+](=O)[O-])c1. As a reaction SMILES: [CH3:23][OH:24].[N+:1](=[O:2])([O-:3])[c:4]1[cH:5][c:6](-[c:10]2[o:11][cH:12][cH:13][c:14]2[C:15](=[O:16])[OH:17])[cH:7][cH:8][cH:9]1.[S:18](=[O:19])(=[O:20])([OH:21])[OH:22]>>[N+:1](=[O:2])([O-:3])[c:4]1[cH:5][c:6](-[c:10]2[o:11][cH:12][cH:13][c:14]2[C:15]([O:16][CH3:23])=[O:17])[cH:7][cH:8][cH:9]1. Reactants: CO, O=C(O)C=Cc1ccc([N+](=O)[O-])cc1, O=S(=O)(O)O. Product: COC(=O)C=Cc1ccc([N+](=O)[O-])cc1. As a reaction SMILES: [CH3:20][OH:21].[N+:1](=[O:2])([O-:3])[c:4]1[cH:5][cH:6][c:7]([CH:8]=[CH:9][C:10](=[O:11])[OH:12])[cH:13][cH:14]1.[S:15](=[O:16])(=[O:17])([OH:18])[OH:19]>>[N+:1](=[O:2])([O-:3])[c:4]1[cH:5][cH:6][c:7]([CH:8]=[CH:9][C:10](=[O:11])[O:12][CH3:20])[cH:13][cH:14]1. The reactants are C1CCOC1, CCOC(=O)c1ncc(OC)c2c1CCN(Cc1ccc(OC)cc1)C2=O, Cl, O. Yields the product COc1ccc(CN2CCc3c(C(=O)O)ncc(OC)c3C2=O)cc1. Reaction SMILES: [CH2:30]1[O:31][CH2:32][CH2:33][CH2:34]1.[CH3:1][O:2][c:3]1[cH:4][n:5][c:6]([C:23](=[O:24])[O:25][CH2:26][CH3:27])[c:7]2[c:12]1[C:11](=[O:13])[N:10]([CH2:14][c:15]1[cH:16][cH:17][c:18]([O:21][CH3:22])[cH:19][cH:20]1)[CH2:9][CH2:8]2.[ClH:29].[OH2:28]>>[CH3:1][O:2][c:3]1[cH:4][n:5][c:6]([C:23](=[O:24])[OH:25])[c:7]2[c:12]1[C:11](=[O:13])[N:10]([CH2:14][c:15]1[cH:16][cH:17][c:18]([O:21][CH3:22])[cH:19][cH:20]1)[CH2:9][CH2:8]2. The reactants are F[B-](F)(F)F, Cc1cccc(C)c1N, CN(C)C=O, O=C(O)c1cc2cc(C(=O)N3CCN(C4CCCC4)CC3)ccc2[nH]1, O=C(c1ccc2[nH]c(C(=O)N3CCS(=O)(=O)CC3)cc2c1)N1CCN(C2CCCC2)CC1, CCN(C(C)C)C(C)C, CN(C)C(On1nnc2ccccc21)=[N+](C)C. Yields the product Cc1cccc(C)c1NC(=O)c1cc2cc(C(=O)N3CCN(C4CCCC4)CC3)ccc2[nH]1. As a reaction SMILES: [B-:58]([F:59])([F:60])([F:61])[F:62].[CH3:80][c:81]1[cH:82][cH:83][cH:84][c:85]([CH3:86])[c:87]1[NH2:88].[CH3:98][N:99]([CH3:100])[CH:101]=[O:102].[CH:1]1([N:6]2[CH2:7][CH2:8][N:9]([C:12](=[O:13])[c:14]3[cH:15][c:16]4[cH:17][c:18]([C:23](=[O:24])[OH:25])[nH:19][c:20]4[cH:21][cH:22]3)[CH2:10][CH2:11]2)[CH2:2][CH2:3][CH2:4][CH2:5]1.[CH:26]1([N:27]2[CH2:28][CH2:29][N:30]([C:31]([c:32]3[cH:33][c:34]4[c:35]([cH:36][cH:37]3)[nH:38][c:39]([C:40]([N:41]3[CH2:42][CH2:43][S:44](=[O:45])(=[O:46])[CH2:47][CH2:48]3)=[O:49])[cH:50]4)=[O:51])[CH2:52][CH2:53]2)[CH2:54][CH2:55][CH2:56][CH2:57]1.[CH:89]([N:90]([CH2:91][CH3:92])[CH:93]([CH3:94])[CH3:95])([CH3:96])[CH3:97].[n:63]1([O:64][C:65]([N:66]([CH3:67])[CH3:68])=[N+:69]([CH3:70])[CH3:71])[c:72]2[cH:73][cH:74][cH:75][cH:76][c:77]2[n:78][n:79]1>>[CH:1]1([N:6]2[CH2:7][CH2:8][N:9]([C:12](=[O:13])[c:14]3[cH:15][c:16]4[cH:17][c:18]([C:23](=[O:25])[NH:88][c:87]5[c:81]([CH3:80])[cH:82][cH:83][cH:84][c:85]5[CH3:86])[nH:19][c:20]4[cH:21][cH:22]3)[CH2:10][CH2:11]2)[CH2:2][CH2:3][CH2:4][CH2:5]1.